This data is from the Open Reaction Database (ORD), a public repository of structured organic reaction records. The task is: describe an organic reaction: reactants, conditions, products, and yield Starting materials: C#CCCl, CC#N, Cl, FC(F)(F)c1cccc(N2CCNCC2)c1, [Na+], [Na+], O=C([O-])[O-]. The product is Cl, C#CCN1CCN(c2cccc(C(F)(F)F)c2)CC1. Reaction SMILES: [CH2:18]([C:19]#[CH:20])[Cl:21].[CH3:28][C:29]#[N:30].[ClH:1].[F:2][C:3]([c:4]1[cH:5][c:6]([N:10]2[CH2:11][CH2:12][NH:13][CH2:14][CH2:15]2)[cH:7][cH:8][cH:9]1)([F:16])[F:17].[Na+:22].[Na+:23].[O-:24][C:25](=[O:26])[O-:27]>>[ClH:21].[F:2][C:3]([c:4]1[cH:5][c:6]([N:10]2[CH2:11][CH2:12][N:13]([CH2:20][C:19]#[CH:18])[CH2:14][CH2:15]2)[cH:7][cH:8][cH:9]1)([F:16])[F:17]. Reactants: Cl (hydrochloric acid), C([O-])(O)=O.[Na+] (sodium bicarbonate), ClC(=O)OCC=C (allyl chloroformate), N[C@@]1([C@@H]2[C@H]([C@@H]2C[C@@H]1F)C(=O)O)C(=O)O ((1S,2S,3S,5R,6S)-2-Amino-3-fluorobicyclo[3.1.0]hexane-2,6-dicarboxylic acid). Solvent: O1CCOCC1 (dioxane). Reaction conditions: time 20 hour. Product: C(C=C)OC(=O)N[C@@]1([C@@H]2[C@H]([C@@H]2C[C@@H]1F)C(=O)O)C(=O)O ((1S,2S,3S,5R,6S)-2-(((allyloxy)carbonyl)amino)-3-fluorobicyclo[3.1.0]hexane-2,6-dicarboxylic acid). RXN SMILES: [NH2:1][C@@:2]1([C:12]([OH:14])=[O:13])[C@@H:7]([F:8])[CH2:6][C@@H:5]2[C@H:3]1[C@H:4]2[C:9]([OH:11])=[O:10].C(=O)(O)[O-].[Na+].Cl[C:21]([O:23][CH2:24][CH:25]=[CH2:26])=[O:22].Cl>O1CCOCC1>[CH2:24]([O:23][C:21]([NH:1][C@@:2]1([C:12]([OH:14])=[O:13])[C@@H:7]([F:8])[CH2:6][C@@H:5]2[C@H:3]1[C@H:4]2[C:9]([OH:11])=[O:10])=[O:22])[CH:25]=[CH2:26] |f:1.2|. Procedure: To a suspension of (1S,2S,3S,5R,6S)-2-amino-3-fluorobicyclo[3.1.0]hexane-2,6-dicarboxylic acid (IV) (4.00 g) in dioxane (24 mL) and a saturated aqueous sodium bicarbonate solution (48 mL), allyl chloroformate (0.42 mL) was added dropwise over 15 minutes, and the mixture was stirred at room temperature for 20 hours. After addition of 1 mol/L hydrochloric acid to the reaction solution to adjust it to pH 1, the mixture was extracted three times with ethyl acetate. The combined ethyl acetate layer w... Starting materials: CCCCOB(OCCCC)OCCCC, CCCCN, CCOC(C)=O, O=Cc1ccc(O)cc1Cl, Cl, [Na+], O=C([O-])O, CC(=O)CC(=O)C=Cc1ccc(O)cc1. Yields the product O=C(C=Cc1ccc(O)cc1)CC(=O)C=Cc1ccc(O)cc1Cl. Reaction SMILES: [B:26]([O:27][CH2:28][CH2:29][CH2:30][CH3:31])([O:32][CH2:33][CH2:34][CH2:35][CH3:36])[O:37][CH2:38][CH2:39][CH2:40][CH3:41].[CH2:42]([NH2:43])[CH2:44][CH2:45][CH3:46].[CH3:53][CH2:54][O:55][C:56](=[O:57])[CH3:58].[Cl:16][c:17]1[c:18]([CH:19]=[O:20])[cH:21][cH:22][c:23]([OH:25])[cH:24]1.[ClH:47].[Na+:52].[O-:48][C:49]([OH:50])=[O:51].[OH:1][c:2]1[cH:3][cH:4][c:5]([CH:8]=[CH:9][C:10]([CH2:11][C:12]([CH3:13])=[O:14])=[O:15])[cH:6][cH:7]1>>[OH:1][c:2]1[cH:3][cH:4][c:5]([CH:8]=[CH:9][C:10]([CH2:11][C:12]([CH:13]=[CH:19][c:18]2[c:17]([Cl:16])[cH:24][c:23]([OH:25])[cH:22][cH:21]2)=[O:14])=[O:15])[cH:6][cH:7]1. Run in CS(=O)C (dimethyl sulfoxide). Product: ClC1=CC=C(C=C1)C1(CCCC1)CC#N ([1-(4-chlorophenyl)-cyclopentyl]-acetonitrile). Reported procedure: To a stirred solution of methanesulfonic acid 1-(4-chlorophenyl)-cyclopentylmethyl ester (320) (14 g, 48.48 mmol) in dimethyl sulfoxide (50 mL) were added KI (805 mg, 4.85 mmol) and NaCN (3.6 g, 72.72 mmol) and stirred for 130° C. for 4 h. After completion of reaction, cold water (200 mL) was added. After extraction with ethyl acetate (3×100 mL), the combined organic parts were washed with saturated ferrous sulphate solution (2×100 mL), water (2×100 mL) and brine (100 mL) and dried and concentra... The reactants are ClC1=CC=C(C=C1)C1(CCCC1)COS(=O)(=O)C (methanesulfonic acid 1-(4-chlorophenyl)-cyclopentylmethyl ester), [C-]#N.[Na+] (NaCN), O (water). Reaction SMILES: [Cl:1][C:2]1[CH:7]=[CH:6][C:5]([C:8]2([CH2:13]OS(C)(=O)=O)[CH2:12][CH2:11][CH2:10][CH2:9]2)=[CH:4][CH:3]=1.[C-:19]#[N:20].[Na+].O>CS(C)=O>[Cl:1][C:2]1[CH:7]=[CH:6][C:5]([C:8]2([CH2:13][C:19]#[N:20])[CH2:12][CH2:11][CH2:10][CH2:9]2)=[CH:4][CH:3]=1 |f:1.2|. Isolated yield 77.0%. Run at temperature 130 celsius, time 4 hour. Reagents/catalysts: [I-].C(CCC)[N+](CCCC)(CCCC)CCCC (tetrabutylammonium iodide). Run at temperature 90 celsius. As a reaction SMILES: Br[C:2]1[CH:3]=[CH:4][C:5]([N+:8]([O-:10])=[O:9])=[N:6][CH:7]=1.[CH2:11]([N:13]1[CH2:18][CH2:17][NH:16][CH2:15][CH2:14]1)[CH3:12].C([O-])([O-])=O.[K+].[K+].CS(C)=O>[I-].C([N+](CCCC)(CCCC)CCCC)CCC.O>[CH2:11]([N:13]1[CH2:18][CH2:17][N:16]([C:2]2[CH:7]=[N:6][C:5]([N+:8]([O-:10])=[O:9])=[CH:4][CH:3]=2)[CH2:15][CH2:14]1)[CH3:12] |f:2.3.4,6.7|. Yields the product C(C)N1CCN(CC1)C=1C=NC(=CC1)[N+](=O)[O-] (1-Ethyl-4-(6-nitropyridin-3-yl)piperazine). Starting materials: BrC=1C=CC(=NC1)[N+](=O)[O-] (5-bromo-2-nitropyridine), C(C)N1CCNCC1 (1-ethylpiperazine), C(=O)([O-])[O-].[K+].[K+] (K2CO3), CS(=O)C (DMSO). The solvent is O (Water). Reported procedure: To a sealed tube equipped with a stirring bar, 5-bromo-2-nitropyridine (3.00 g, 14.78 mmol), 1-ethylpiperazine (5.06 g, 44.34 mmol), tetrabutylammonium iodide (273 mmol, 0.739 mmol), K2CO3 (6.128 g, 44.34 mmol), and DMSO (30 mL) were added. The tube was sealed and heated at 90° C. overnight. Water (200 mL) was added and the precipitation was filtered to afford 138a as a yellow solid, 1.24 g.